Task: describe an organic reaction: reactants, conditions, products, and yield. Dataset: the Open Reaction Database (ORD), a public repository of structured organic reaction records Reactants: Cl[C@H](CO)C ((2S)-2-chloropropan-1-ol), COC=1C=CC(=NC1)[C@@H]1[C@H](C1)COC1=NC(=NC=C1C=1C=NNC1)C (4-{[(1S,2S)-2-(5-methoxypyridin-2-yl)cyclopropyl]methoxy}-2-methyl-5-(1H-pyrazol-4-yl)pyrimidine), C([O-])([O-])=O.[K+].[K+] (potassium carbonate). Run in CN(C)C=O (DMF). Reaction conditions: time 14 hour. The product is COC=1C=CC(=NC1)[C@@H]1[C@H](C1)COC1=NC(=NC=C1C=1C=NN(C1)[C@H](CO)C)C ((2 S)-2-[4-(4-{[(1S,2S)-2-(5-methoxypyridin-2-yl)cyclopropyl]methoxy}-2-methylpyrimidin-5-yl)-1H-pyrazol-1-yl]propan-1-ol). RXN SMILES: [CH3:1][O:2][C:3]1[CH:4]=[CH:5][C:6]([C@H:9]2[CH2:11][C@@H:10]2[CH2:12][O:13][C:14]2[C:19]([C:20]3[CH:21]=[N:22][NH:23][CH:24]=3)=[CH:18][N:17]=[C:16]([CH3:25])[N:15]=2)=[N:7][CH:8]=1.Cl[C@@H:27]([CH3:30])[CH2:28][OH:29].C(=O)([O-])[O-].[K+].[K+]>CN(C=O)C>[CH3:1][O:2][C:3]1[CH:4]=[CH:5][C:6]([C@H:9]2[CH2:11][C@@H:10]2[CH2:12][O:13][C:14]2[C:19]([C:20]3[CH:24]=[N:23][N:22]([C@@H:27]([CH3:30])[CH2:28][OH:29])[CH:21]=3)=[CH:18][N:17]=[C:16]([CH3:25])[N:15]=2)=[N:7][CH:8]=1 |f:2.3.4|. Procedure details: To a solution of 4-{[(1S,2S)-2-(5-methoxypyridin-2-yl)cyclopropyl]methoxy}-2-methyl-5-(1H-pyrazol-4-yl)pyrimidine (NN1) (15 mg, 0.04 mmol) in DMF (0.4 mL) was added and (2S)-2-chloropropan-1-ol (9.0 mg, 0.09 mmol) and potassium carbonate (18.4 mg, 0.13 mmol). The reaction mixture was stirred at ambient temperature for 14 hours. The mixture was filtered and purified by reverse phase chromatography (Waters Sunfire Prep C18 OBD, 5-45% acetonitrile in water with 0.1% TFA modifier) to afford the titl... Product: C(C)C1=NN2C(C=CC=C2)=C1NCC1CCOCC1 (N-(2-ethylpyrazolo[1,5-a]pyridin-3-yl)-N-tetrahydro-2H-4-pyranylmethylamine). Reaction SMILES: Cl.[CH2:2]([C:4]1[C:12]([NH:13][CH2:14][CH:15]2[CH2:20][CH2:19][O:18][CH2:17][CH2:16]2)=[C:7]2[CH:8]=[CH:9][CH:10]=[CH:11][N:6]2[N:5]=1)[CH3:3].C(=O)([O-])[O-].[K+].[K+]>C(OCC)(=O)C.O>[CH2:2]([C:4]1[C:12]([NH:13][CH2:14][CH:15]2[CH2:20][CH2:19][O:18][CH2:17][CH2:16]2)=[C:7]2[CH:8]=[CH:9][CH:10]=[CH:11][N:6]2[N:5]=1)[CH3:3] |f:0.1,2.3.4|. Starting materials: Cl.C(C)C1=NN2C(C=CC=C2)=C1NCC1CCOCC1 (N-(2-ethylpyrazolo[1,5-a]pyridin-3-yl)-N-tetrahydro-2H-4-pyranylmethylamine hydrochloride), C([O-])([O-])=O.[K+].[K+] (potassium carbonate). Reported procedure: A mixture of N-(2-ethylpyrazolo[1,5-a]pyridin-3-yl)-N-tetrahydro-2H-4-pyranylmethylamine hydrochloride (10.3 g, 35 mmol) and potassium carbonate (5.8 g) in ethyl acetate (150 mL) and water (30 mL) was stirred for 8 minutes at room temperature. The organic extract was separated and then washed with brine, dried over magnesium sulfate and evaporated under reduced pressure to afford N-(2-ethylpyrazolo[1,5-a]pyridin-3-yl)-N-tetrahydro-2H-4-pyranylmethylamine (9.1 g). This compound was dissolved in t... Solvent: C(C)(=O)OCC (ethyl acetate), O (water). Reaction conditions: time 8 minute. Isolated yield 100.3%.